Dataset: the Open Reaction Database (ORD), a public repository of structured organic reaction records. Task: describe an organic reaction: reactants, conditions, products, and yield Yields the product OCCN1CCC2C1CCCC2(O)c1ccc(Cl)c(Cl)c1. Reactants: OCCBr, O=C([O-])CC(=O)O, CN(C)C=O, OC1(c2ccc(Cl)c(Cl)c2)CCCC2NCCC21, [Na+], [Na+], O=C([O-])[O-], O=C(O)CC(=O)O. RXN SMILES: [Br:19][CH2:20][CH2:21][OH:22].[C:36]([OH:37])(=[O:38])[CH2:39][C:40]([O-:41])=[O:42].[CH3:43][N:44]([CH3:45])[CH:46]=[O:47].[Cl:1][c:2]1[cH:3][c:4]([C:9]2([OH:18])[CH:10]3[CH2:11][CH2:12][NH:13][CH:14]3[CH2:15][CH2:16][CH2:17]2)[cH:5][cH:6][c:7]1[Cl:8].[Na+:23].[Na+:24].[O-:25][C:26](=[O:27])[O-:28].[OH:29][C:30]([CH2:31][C:32](=[O:33])[OH:34])=[O:35]>>[Cl:1][c:2]1[cH:3][c:4]([C:9]2([OH:18])[CH:10]3[CH2:11][CH2:12][N:13]([CH2:20][CH2:21][OH:22])[CH:14]3[CH2:15][CH2:16][CH2:17]2)[cH:5][cH:6][c:7]1[Cl:8].